From a dataset of the Open Reaction Database (ORD), a public repository of structured organic reaction records. describe an organic reaction: reactants, conditions, products, and yield Reactants: OC(C(=O)OCC)C(CC1=CC=CC=C1)NC(C1=C(N=CC=C1)C=1N=C(SC1)C1=CC=CC=C1)=O (ethyl 2-hydroxy-4-phenyl-3-(2-(2-phenylthiazol-4-yl)nicotinamido)-butanoate), C1CCOC1 (THF). The solvent is O (water). Conditions: time 1 hour. Yields the product OC(C(=O)O)C(CC1=CC=CC=C1)NC(C1=C(N=CC=C1)C=1N=C(SC1)C1=CC=CC=C1)=O (2-Hydroxy-4-phenyl-3-(2-(2-phenylthiazol-4-yl)nicotinamido)butanoic acid). Yield: 96.3%. RXN SMILES: [OH:1][CH:2]([CH:8]([NH:16][C:17](=[O:35])[C:18]1[CH:23]=[CH:22][CH:21]=[N:20][C:19]=1[C:24]1[N:25]=[C:26]([C:29]2[CH:34]=[CH:33][CH:32]=[CH:31][CH:30]=2)[S:27][CH:28]=1)[CH2:9][C:10]1[CH:15]=[CH:14][CH:13]=[CH:12][CH:11]=1)[C:3]([O:5]CC)=[O:4].C1COCC1>O>[OH:1][CH:2]([CH:8]([NH:16][C:17](=[O:35])[C:18]1[CH:23]=[CH:22][CH:21]=[N:20][C:19]=1[C:24]1[N:25]=[C:26]([C:29]2[CH:30]=[CH:31][CH:32]=[CH:33][CH:34]=2)[S:27][CH:28]=1)[CH2:9][C:10]1[CH:11]=[CH:12][CH:13]=[CH:14][CH:15]=1)[C:3]([OH:5])=[O:4]. Reported procedure: To a solution of ethyl 2-hydroxy-4-phenyl-3-(2-(2-phenylthiazol-4-yl)nicotinamido)-butanoate (1.31 g, 2.69 mmol) in THF (40 ml) LiOH (0.14 g, 5.85 mmol) in water (10 ml) was added at 10° C., the mixture stirred for 1 hour at room temperature and then for 2 hours at 60° C. The mixture then was concentrated under reduced pressure, water and 3 ml of 2n HCl added, poured into 300 ml of a mixture of dichloromethane and 5% acetone. The organic layer was dried, filtered and concentrated under reduced p... Starting materials: ClC1=NC2=CC=CC=C2C=C1 (2-chloroquinoline), N1CCC(CC1)CCO (2-(4-piperidyl)-ethanol). The product is N1=C(C=CC2=CC=CC=C12)N1CCC(CC1)CCO (2-[1-(2-Quinolyl)-4-piperidyl]ethanol). As a reaction SMILES: Cl[C:2]1[CH:11]=[CH:10][C:9]2[C:4](=[CH:5][CH:6]=[CH:7][CH:8]=2)[N:3]=1.[NH:12]1[CH2:17][CH2:16][CH:15]([CH2:18][CH2:19][OH:20])[CH2:14][CH2:13]1>>[N:3]1[C:4]2[C:9](=[CH:8][CH:7]=[CH:6][CH:5]=2)[CH:10]=[CH:11][C:2]=1[N:12]1[CH2:17][CH2:16][CH:15]([CH2:18][CH2:19][OH:20])[CH2:14][CH2:13]1. Reported procedure: The process is performed as in Example 4 (step 4.1). Starting with 2 g (12.20 mmol) of 2-chloroquinoline and 1.58 g (12.20 mmol) of 2-(4-piperidyl)-ethanol, and after chromatography on silica gel, eluting with a 98/2/0.2 and then 95/5/0.5 mixture of dichloromethane, methanol and 28% aqueous ammonia, 2.36 g of pure product are obtained in the form of a pale yellow oil that crystallizes at room temperature. Starting materials: CS(=O)(=O)N(C)S(=O)(=O)N ((N-methylsulfonyl-N-methylamino)sulfonamide), COC1=NC(=NC(=C1)C)NC(OC1=CC=CC=C1)=O (phenyl 4-methoxy-6-methyl-2-pyrimidylcarbamate). The solvent is ClC1=CC=CC=C1 (chlorobenzene). Reaction conditions: temperature 100 celsius, time 5 hour. Product: CS(=O)(=O)N(C)S(=O)(=O)NC(=O)NC1=NC(=CC(=N1)OC)C (1-[(N-Methylsulfonyl-N-methylamino)sulfonyl]-3-(4-methoxy-6-methyl-2-pyrimidyl)urea). The yield is 96.4%. RXN SMILES: [CH3:1][S:2]([N:5]([S:7]([NH2:10])(=[O:9])=[O:8])[CH3:6])(=[O:4])=[O:3].[CH3:11][O:12][C:13]1[CH:18]=[C:17]([CH3:19])[N:16]=[C:15]([NH:20][C:21](=O)[O:22]C2C=CC=CC=2)[N:14]=1>ClC1C=CC=CC=1>[CH3:1][S:2]([N:5]([S:7]([NH:10][C:21]([NH:20][C:15]1[N:14]=[C:13]([O:12][CH3:11])[CH:18]=[C:17]([CH3:19])[N:16]=1)=[O:22])(=[O:9])=[O:8])[CH3:6])(=[O:4])=[O:3]. Procedure: 37.6 g of (N-methylsulfonyl-N-methylamino)sulfonamide are dissolved in 500 ml of chlorobenzene, 51.8 g of phenyl 4-methoxy-6-methyl-2-pyrimidylcarbamate are added dropwise at room temperature to the solution, and the mixture is stirred for 5 hours at 100° C. The mixture is cooled to 0° C., the precipitate is then filtered off, and, after washing with 100 ml of chlorobenzene, 68.8 g of the desired product of a purity of 98.7% are obtained. This corresponds to a yield of 96.4% of theory. The melti... Reactants: FC1=CC=2C(=NC=3N(C=C(C(C3C2)=O)C(=O)OCC)C2=C(C=C(C=C2)F)F)C(=C1N1CCN(CC1)C1=CC=C(C=C1)F)F (ethyl 7,9-difluoro-1-(2,4-difluorophenyl)-8-[4-(4-fluorophenyl)piperazin-1-yl]-4-oxo-1,4-dihydrobenzo[b][1,8]naphthyridine-3-carboxylate), C(C)(=O)O (acetic acid). The solvent is C(C)O (ethanol), [OH-].[K+] (potassium hydroxide). Reaction conditions: temperature 80 celsius, time 2 hour. The product is FC1=CC=2C(=NC=3N(C=C(C(C3C2)=O)C(=O)O)C2=C(C=C(C=C2)F)F)C(=C1N1CCN(CC1)C1=CC=C(C=C1)F)F (7,9-difluoro-1-(2,4-difluorophenyl)-8-[4-(4-fluorophenyl)piperazin-1-yl]-4-oxo-1,4-dihydrobenzo[b][1,8]naphthyridine-3-carboxylic acid). Yield: 65.6%. RXN SMILES: [F:1][C:2]1[C:29]([N:30]2[CH2:35][CH2:34][N:33]([C:36]3[CH:41]=[CH:40][C:39]([F:42])=[CH:38][CH:37]=3)[CH2:32][CH2:31]2)=[C:28]([F:43])[C:5]2=[N:6][C:7]3[N:8]([C:20]4[CH:25]=[CH:24][C:23]([F:26])=[CH:22][C:21]=4[F:27])[CH:9]=[C:10]([C:15]([O:17]CC)=[O:16])[C:11](=[O:14])[C:12]=3[CH:13]=[C:4]2[CH:3]=1.C(O)(=O)C>C(O)C.[OH-].[K+]>[F:1][C:2]1[C:29]([N:30]2[CH2:31][CH2:32][N:33]([C:36]3[CH:41]=[CH:40][C:39]([F:42])=[CH:38][CH:37]=3)[CH2:34][CH2:35]2)=[C:28]([F:43])[C:5]2=[N:6][C:7]3[N:8]([C:20]4[CH:25]=[CH:24][C:23]([F:26])=[CH:22][C:21]=4[F:27])[CH:9]=[C:10]([C:15]([OH:17])=[O:16])[C:11](=[O:14])[C:12]=3[CH:13]=[C:4]2[CH:3]=1 |f:3.4|. Reported procedure: A suspension of 1.2 g of ethyl 7,9-difluoro-1-(2,4-difluorophenyl)-8-[4-(4-fluorophenyl)piperazin-1-yl]-4-oxo-1,4-dihydrobenzo[b][1,8]naphthyridine-3-carboxylate in 15 cm3 of ethanol and 16 cm3 of 1N aqueous potassium hydroxide solution was heated with stirring at a temperature around 80° C. for 2 hours. 10 cm3 of a 10% aqueous acetic acid solution were added, at approximately 80° C., to the solution obtained. The insoluble material was filtered off at this temperature, washed 2 times with 30 cm... Starting materials: C(c1c(cc(cc1[Cl])[Br])[Cl])=O, CC1=CN=C(C=C1)N, [C-]#[N+]C1CCCCC1. Reagents/catalysts: O=C(O)C(F)(F)F (trifluoroacetic acid). The solvent is CC(C)O (isopropyl alcohol), CC(C)O (isopropylalcohol). Conditions: temperature 22 celsius, time 20 hour. The product is Cc1ccc2nc(c3c(cc(cc3[Cl])[Br])[Cl])c(NC3CCCCC3)n2c1. The yield is 16.7%. Reaction SMILES: CC1=CC=C(N)N=C1.[C-]#[N+]C1CCCCC1.ClC1=CC(Br)=CC(Cl)=C1C=O>>CC1=CN2C(C=C1)=NC(=C2NC1CCCCC1)C1=C(Cl)C=C(Br)C=C1Cl. Reactants: Mg, acetal, solution, C1COC(C2=CC(=CC=C2)Br)O1 (3-bromobenzaldehyde ethylene acetal), II (I2), COC=C=C (methoxyallene), [Cl-] (chloride). The reagents and catalysts are [Cu]Cl (copper (1)chloride). Solvent: C1CCOC1 (THF), C1CCOC1 (THF), C1CCOC1 (THF). Reaction conditions: temperature 20 celsius, time 1 hour. Yields the product C1COC(C2=CC(=CC=C2)CC#C)O1 (3(2-propynyl)benzaldehyde ethylene acetal). As a reaction SMILES: II.[CH2:3]1[O:14][CH:6]([C:7]2[CH:12]=[CH:11][CH:10]=[C:9](Br)[CH:8]=2)[O:5][CH2:4]1.CO[CH:17]=[C:18]=[CH2:19].[Cl-]>C1COCC1.[Cu]Cl>[CH2:3]1[O:14][CH:6]([C:7]2[CH:12]=[CH:11][CH:10]=[C:9]([CH2:19][C:18]#[CH:17])[CH:8]=2)[O:5][CH2:4]1. Procedure: Dry Mg (0.74 g) under dry N2 in a flask is covered with THF (10 ml) and a crystal of I2 added. 5 ml of a solution of 3-bromobenzaldehyde ethylene acetal (7.0 g) in THF (30 ml) is added and kept until it becomes warm, when it is cooled to 15°, and the remainder of the acetal solution added over 15 minutes, then stirred for an additional 1 hour. A mixture of methoxyallene (2.45 g), copper (1)chloride (0.30 g) and THF (30 ml) is cooled to -20°. The above Grignard solution (under moisture excluding ... Yield: 50.4%. Solvent: ClCCl (dichloromethane). Yields the product C(#N)C=1C(=NSC1N=C(N(C)C)Cl)CCC (N'-(4-cyano-3-propyl-5-isothiazolyl)-N,N-dimethylchloroformamidine). RXN SMILES: [NH2:1][C:2]1[S:6][N:5]=[C:4]([CH2:7][CH2:8][CH3:9])[C:3]=1[C:10]#[N:11].[Cl-].[Cl:13][C:14](Cl)=[N+:15]([CH3:17])[CH3:16]>ClCCl>[C:10]([C:3]1[C:4]([CH2:7][CH2:8][CH3:9])=[N:5][S:6][C:2]=1[N:1]=[C:14]([Cl:13])[N:15]([CH3:17])[CH3:16])#[N:11] |f:1.2|. Reactants: NC1=C(C(=NS1)CCC)C#N (5-amino-4-cyano-3-propylisothiazole), [Cl-].ClC(=[N+](C)C)Cl (N-(dichloromethylene)-N,N-dimethylammonium chloride). Reported procedure: In the manner of Example VI, a solution of 8.4 g of 5-amino-4-cyano-3-propylisothiazole in 50 ml of dichloromethane was treated with 9.8 g of N-(dichloromethylene)-N,N-dimethylammonium chloride. After removal of the volatile materials under reduced pressure, the residue was recrystallized from 90:10 hexane:benzene to yield 6.5 g of N'-(4-cyano-3-propyl-5-isothiazolyl)-N,N-dimethylchloroformamidine, mp 108°-109°. The ir and nmr spectra were consistent with the assigned structure. The reactants are CC1=C(C=C(C=C1)C)NC1=C(C=NC=2N1N=CC2C(=O)O)C(=O)N2CCC1(CC2)C(=CC2=CC=CC=C21)C (7-(2,5-Dimethylphenylamino)-6-(2-methylspiro[inden-1,4′-piperidine]-1′-ylcarbonyl)pyrazolo[1,5-a]pyrimidine-3-carboxylic acid), C(C)S(=O)(=O)N (ethanesulfonamide). The product is CC1=C(C=C(C=C1)C)NC1=C(C=NC=2N1N=CC2C(=O)NS(=O)(=O)CC)C(=O)N2CCC1(CC2)C(=CC2=CC=CC=C21)C (N-[7-(2, 5-Dimethylphenylamino)-6-(2-methylspiro[inden-1,4′-piperidine]-1′-ylcarbonyl)pyrazolo[1,5-a]pyrimidine-3-carbonyl]ethanesulfonamide). The yield is 52.5%. RXN SMILES: [CH3:1][C:2]1[CH:7]=[CH:6][C:5]([CH3:8])=[CH:4][C:3]=1[NH:9][C:10]1[N:15]2[N:16]=[CH:17][C:18]([C:19]([OH:21])=O)=[C:14]2[N:13]=[CH:12][C:11]=1[C:22]([N:24]1[CH2:29][CH2:28][C:27]2([C:37]3[C:32](=[CH:33][CH:34]=[CH:35][CH:36]=3)[CH:31]=[C:30]2[CH3:38])[CH2:26][CH2:25]1)=[O:23].[CH2:39]([S:41]([NH2:44])(=[O:43])=[O:42])[CH3:40]>>[CH3:1][C:2]1[CH:7]=[CH:6][C:5]([CH3:8])=[CH:4][C:3]=1[NH:9][C:10]1[N:15]2[N:16]=[CH:17][C:18]([C:19]([NH:44][S:41]([CH2:39][CH3:40])(=[O:43])=[O:42])=[O:21])=[C:14]2[N:13]=[CH:12][C:11]=1[C:22]([N:24]1[CH2:25][CH2:26][C:27]2([C:37]3[C:32](=[CH:33][CH:34]=[CH:35][CH:36]=3)[CH:31]=[C:30]2[CH3:38])[CH2:28][CH2:29]1)=[O:23]. Procedure details: In the same manner as in Example 1, step 6 and using 7-(2,5-dimethylphenylamino)-6-(2-methylspiro[inden-1,4′-piperidine]-1′-ylcarbonyl)pyrazolo[1,5-a]pyrimidine-3-carboxylic acid (0.053 g, 0.105 mmol) obtained in step 2 and ethanesulfonamide (0.057 g, 0.587 mmol), the title compound (0.033 g, 52%) was obtained. Starting materials: COC1=CC=C(C=C1)C1=C(OC=2N=CN=C(C21)NCC(C)O)C2=CC=CC=C2 ((+)-1-{[5-(4-methoxyphenyl)-6-phenylfuro[2,3-d]pyrimidin-4-yl]amino}-propan-2-ol), C(C)(C)(C)OC(C=C)=O (acrylic acid tert.-butyl ester), C(CC(O)(C(=O)O)CC(=O)O)(=O)O (citric acid), [OH-].[Na+] (sodium hydroxide), FC(C(=O)O)(F)F (trifluoroacetic acid). Reagents/catalysts: S(=O)(=O)(O)[O-].C(CCC)[N+](CCCC)(CCCC)CCCC (tetra-n-butylammonium hydrogensulphate). Solvent: ClCCl (dichloromethane), ClCCl (dichloromethane), O (water). Conditions: temperature 0 celsius, time 1 hour. Yields the product COC1=CC=C(C=C1)C1=C(OC=2N=CN=C(C21)NCC(OCCC(=O)O)C)C2=CC=CC=C2 (3-[2-{[5-(4-Methoxyphenyl)-6-phenylfuro[2,3-d]pyrimidin-4-yl]amino}-1-methylethoxy]propionic acid). Reaction SMILES: [CH3:1][O:2][C:3]1[CH:8]=[CH:7][C:6]([C:9]2[C:17]3[C:16]([NH:18][CH2:19][CH:20]([OH:22])[CH3:21])=[N:15][CH:14]=[N:13][C:12]=3[O:11][C:10]=2[C:23]2[CH:28]=[CH:27][CH:26]=[CH:25][CH:24]=2)=[CH:5][CH:4]=1.C([O:33][C:34](=[O:37])[CH:35]=[CH2:36])(C)(C)C.[OH-].[Na+].C(O)(=O)CC(CC(O)=O)(C(O)=O)O.FC(F)(F)C(O)=O>S([O-])(O)(=O)=O.C([N+](CCCC)(CCCC)CCCC)CCC.ClCCl.O>[CH3:1][O:2][C:3]1[CH:4]=[CH:5][C:6]([C:9]2[C:17]3[C:16]([NH:18][CH2:19][CH:20]([CH3:21])[O:22][CH2:36][CH2:35][C:34]([OH:37])=[O:33])=[N:15][CH:14]=[N:13][C:12]=3[O:11][C:10]=2[C:23]2[CH:28]=[CH:27][CH:26]=[CH:25][CH:24]=2)=[CH:7][CH:8]=1 |f:2.3,6.7|. Reported procedure: Put 100 mg (0.27 mmol) (+)-1-{[5-(4-methoxyphenyl)-6-phenylfuro[2,3-d]pyrimidin-4-yl]amino}-propan-2-ol with 170 mg (1.33 mmol) acrylic acid tert.-butyl ester and 18.1 mg (0.053 mmol) tetra-n-butylammonium hydrogensulphate in 2 ml dichloromethane and cool to 0° C. Then add 250 μl 50% sodium hydroxide solution and stir the mixture vigorously at 0° C. for 1 h. Leave to return to RT and continue stirring overnight at RT. Then dilute with dichloromethane and water. Acidify with 10% citric acid solut... Reactants: [O-][I+3]([O-])([O-])[O-], NC(=C1Sc2ccccc2C1=O)c1ccccn1, [Na+]. Product: NC(=C1C(=O)c2ccccc2S1=O)c1ccccn1. As a reaction SMILES: [I+3:19]([O-:20])([O-:21])([O-:22])[O-:23].[NH2:1][C:2](=[C:3]1[C:4](=[O:12])[c:5]2[c:6]([cH:8][cH:9][cH:10][cH:11]2)[S:7]1)[c:13]1[n:14][cH:15][cH:16][cH:17][cH:18]1.[Na+:24]>>[NH2:1][C:2](=[C:3]1[C:4](=[O:12])[c:5]2[c:6]([cH:8][cH:9][cH:10][cH:11]2)[S:7]1=[O:20])[c:13]1[n:14][cH:15][cH:16][cH:17][cH:18]1.